From a dataset of the Open Reaction Database (ORD), a public repository of structured organic reaction records. describe an organic reaction: reactants, conditions, products, and yield Reactants: CCc1ccc(C#N)c([N+](=O)[O-])c1, CCO, [Na+], [OH-], O, OO. The product is CCc1ccc(C(N)=O)c([N+](=O)[O-])c1. RXN SMILES: [CH2:1]([CH3:2])[c:3]1[cH:4][c:5]([N+:11](=[O:12])[O-:13])[c:6]([C:9]#[N:10])[cH:7][cH:8]1.[CH3:14][CH2:15][OH:16].[Na+:20].[OH-:19].[OH2:21].[OH:17][OH:18]>>[CH2:1]([CH3:2])[c:3]1[cH:4][c:5]([N+:11](=[O:12])[O-:13])[c:6]([C:9]([NH2:10])=[O:16])[cH:7][cH:8]1. Starting materials: ClC=1C=C(C=2N(C1C)N=C(N2)CCC2=NN(C(=N2)N2CCCC2)CC2=CC=C(C=C2)OC)Cl (6,8-Dichloro-2-(2-(1-(4-methoxybenzyl)-5-(pyrrolidin-1-yl)-1H-1,2,4-triazol-3-yl)ethyl)-5-methyl-[1,2,4]triazolo[1,5-a]pyridine). Run in FC(C(=O)O)(F)F (trifluoroacetic acid). Product: ClC=1C=C(C=2N(C1C)N=C(N2)CCC2=NNC(=N2)N2CCCC2)Cl (6,8-Dichloro-5-methyl-2-[2-(5-pyrrolidin-1-yl-1H-[1,2,4]triazol-3-yl)-ethyl]-[1,2,4]triazolo[1,5-a]pyridine). Yield: 99.9%. Reaction SMILES: [Cl:1][C:2]1[CH:3]=[C:4]([Cl:33])[C:5]2[N:6]([N:9]=[C:10]([CH2:12][CH2:13][C:14]3[N:18]=[C:17]([N:19]4[CH2:23][CH2:22][CH2:21][CH2:20]4)[N:16](CC4C=CC(OC)=CC=4)[N:15]=3)[N:11]=2)[C:7]=1[CH3:8]>FC(F)(F)C(O)=O>[Cl:1][C:2]1[CH:3]=[C:4]([Cl:33])[C:5]2[N:6]([N:9]=[C:10]([CH2:12][CH2:13][C:14]3[N:18]=[C:17]([N:19]4[CH2:23][CH2:22][CH2:21][CH2:20]4)[NH:16][N:15]=3)[N:11]=2)[C:7]=1[CH3:8]. Reported procedure: 6,8-Dichloro-2-(2-(1-(4-methoxybenzyl)-5-(pyrrolidin-1-yl)-1H-1,2,4-triazol-3-yl)ethyl)-5-methyl-[1,2,4]triazolo[1,5-a]pyridine (17 mg, 35.0 μmol, Eq: 1.00) in trifluoroacetic acid (539 μl) was heated 3 h under reflux. The product (12.8 mg, 100%) was obtained as a white solid by preparative HPLC. MS: m/z=366.2 (M+H+) Reactants: FC1=CC=C(C=C1)C=1C=CC2=C(NC(CC(=N2)C2=CC(=CC=C2)[N+](=O)[O-])=O)C1 (8-(4-Fluoro-phenyl)-4-(3-nitro-phenyl)-1,3-dihydro-benzo[b][1,4]diazepin-2-one). Reagents/catalysts: [Ni] (Ni). The product is NC=1C=C(C=CC1)C1=NC2=C(NC(C1)=O)C=C(C=C2)C2=CC=C(C=C2)F (4-(3-Amino-phenyl)-8-(4-fluoro-phenyl)-1,3-dihydro-benzo[b][1,4]diazepin-2-one). Reaction SMILES: [F:1][C:2]1[CH:7]=[CH:6][C:5]([C:8]2[CH:9]=[CH:10][C:11]3[N:17]=[C:16]([C:18]4[CH:23]=[CH:22][CH:21]=[C:20]([N+:24]([O-])=O)[CH:19]=4)[CH2:15][C:14](=[O:27])[NH:13][C:12]=3[CH:28]=2)=[CH:4][CH:3]=1>[Ni]>[NH2:24][C:20]1[CH:19]=[C:18]([C:16]2[CH2:15][C:14](=[O:27])[NH:13][C:12]3[CH:28]=[C:8]([C:5]4[CH:4]=[CH:3][C:2]([F:1])=[CH:7][CH:6]=4)[CH:9]=[CH:10][C:11]=3[N:17]=2)[CH:23]=[CH:22][CH:21]=1. Procedure: Prepared from 8-(4-fluoro-phenyl)-4-(3-nitro-phenyl)-1,3-dihydro-benzo[b][1,4]diazepin-2-one (Example 67) by catalytic hydrogenation with Raney-Ni according to the general procedure G (method a). Obtained as a light yellow solid (16 mg). Starting materials: COC=1C=C(C(C2=CC=CC3=CC=CC=C23)N2[C@H](CN[C@@H](C2)C)C)C=CC1 ((±)-trans-1-(3-methoxy-α-(1-naphthyl)benzyl)-2,5-dimethylpiperazine), COC=1C=C(C(C2=CC3=CC=CC=C3C=C2)Cl)C=CC1 (3-methoxy-α-(2-naphthyl)benzyl chloride). Product: COC=1C=C(C(C2=CC3=CC=CC=C3C=C2)N2[C@H](CN[C@@H](C2)C)C)C=CC1 ((±)-trans-1-(3-methoxy-α-(2-naphthyl)benzyl)-2,5-dimethylpiperazine). RXN SMILES: [CH3:1][O:2][C:3]1[CH:4]=[C:5]([CH:25]=[CH:26][CH:27]=1)[CH:6]([N:17]1[CH2:22][C@@H:21]([CH3:23])[NH:20][CH2:19][C@@H:18]1[CH3:24])[C:7]1[C:16]2[C:11](=[CH:12][CH:13]=[CH:14][CH:15]=2)[CH:10]=[CH:9][CH:8]=1.COC1C=C(C=CC=1)C(Cl)C1C=CC2C(=CC=CC=2)C=1>>[CH3:1][O:2][C:3]1[CH:4]=[C:5]([CH:25]=[CH:26][CH:27]=1)[CH:6]([N:17]1[CH2:22][C@@H:21]([CH3:23])[NH:20][CH2:19][C@@H:18]1[CH3:24])[C:7]1[CH:8]=[CH:9][C:10]2[C:11](=[CH:12][CH:13]=[CH:14][CH:15]=2)[CH:16]=1. Procedure details: The compound 8 was prepared by following the synthesis procedure as described for compound 3, but substituting compound 2 for compound 7. Starting materials: BrC1=C(C(=C(S1)C(OCC)=N)C1(CC=C(C=C1)Cl)Cl)C#N (ethyl 5-bromo-4-cyano-3-(1,4-dichlorophenyl)thiophene-2-carboximidoate), Cl.Cl.NC(C(=O)OC)CN (methyl 2,3-diaminopropanoate dihydrochloride). Solvent: C(C)O (ethanol). Conditions: temperature 80 celsius, time 4 hour. The product is BrC1=C(C(=C(S1)C=1NC(CN1)C(=O)OC)C1=C(C=C(C=C1)Cl)Cl)C#N (Methyl 2-[5-bromo-4-cyano-3-(2,4-dichlorophenyl)-2-thienyl]-4,5-dihydro-1H-imidazole-5-carboxylate). The yield is 35.6%. Reaction SMILES: [Br:1][C:2]1[S:6][C:5]([C:7](=[NH:11])OCC)=[C:4]([C:12]2(Cl)[CH:17]=[CH:16][C:15]([Cl:18])=[CH:14][CH2:13]2)[C:3]=1[C:20]#[N:21].[ClH:22].Cl.N[CH:25]([CH2:30][NH2:31])[C:26]([O:28][CH3:29])=[O:27]>C(O)C>[Br:1][C:2]1[S:6][C:5]([C:7]2[NH:11][CH:25]([C:26]([O:28][CH3:29])=[O:27])[CH2:30][N:31]=2)=[C:4]([C:12]2[CH:13]=[CH:14][C:15]([Cl:18])=[CH:16][C:17]=2[Cl:22])[C:3]=1[C:20]#[N:21] |f:1.2.3|. Procedure details: To a solution of ethyl 5-bromo-4-cyano-3-(1,4-dichlorophenyl)thiophene-2-carboximidoate (0.548 g, 1.36 mmol) in ethanol (26 mL) was added methyl 2,3-diaminopropanoate dihydrochloride (0.313 g, 1.64 mmol). The solution was stirred at 80° C. for 4 hours. The solvent was evaporated, and column chromatography was performed to yield the title compound (0.222 g, 36%). LCMS: (FA) ES+ 460. 1H NMR (400 MHz, d4-methanol) 7.70 (s, 1H), 7.55-7.43 (m, 2H), 3.76-3.66 (m, 4H), 1.36-1.26 (m, 3H). Reactants: FC1=C(OC2=C(C=NC=C2)C#CC2=CCC(CC2)NC(OC(C)(C)C)=O)C=CC(=C1)[N+](=O)[O-] (tert-butyl 4-(2-(4-(2-fluoro-4-nitrophenoxy)pyridin-3-yl)ethynyl)cyclohex-3-enylcarbamate), [NH4+].[Cl-] (NH4Cl), CN(C)C=O (DMF), O (H2O). The reagents and catalysts are [Fe] (iron). The solvent is CCO (EtOH). Conditions: temperature 100 celsius. Product: NC1=CC(=C(OC2=C(C=NC=C2)C#CC2=CCC(CC2)NC(OC(C)(C)C)=O)C=C1)F (tert-Butyl 4-(2-(4-(4-amino-2-fluorophenoxy)pyridin-3-yl)ethynyl)cyclohex-3-enylcarbamate). The yield is 103.3%. Reaction SMILES: [F:1][C:2]1[CH:30]=[C:29]([N+:31]([O-])=O)[CH:28]=[CH:27][C:3]=1[O:4][C:5]1[CH:10]=[CH:9][N:8]=[CH:7][C:6]=1[C:11]#[C:12][C:13]1[CH2:18][CH2:17][CH:16]([NH:19][C:20](=[O:26])[O:21][C:22]([CH3:25])([CH3:24])[CH3:23])[CH2:15][CH:14]=1.[NH4+].[Cl-].CN(C=O)C.O>[Fe].CCO>[NH2:31][C:29]1[CH:28]=[CH:27][C:3]([O:4][C:5]2[CH:10]=[CH:9][N:8]=[CH:7][C:6]=2[C:11]#[C:12][C:13]2[CH2:18][CH2:17][CH:16]([NH:19][C:20](=[O:26])[O:21][C:22]([CH3:23])([CH3:24])[CH3:25])[CH2:15][CH:14]=2)=[C:2]([F:1])[CH:30]=1 |f:1.2|. Procedure details: A mixture of tert-butyl 4-(2-(4-(2-fluoro-4-nitrophenoxy)pyridin-3-yl)ethynyl)cyclohex-3-enylcarbamate (110 mg, 0.24 mmol), iron powder, ˜325 mesh (150 mg, 2.7 mmol), NH4Cl (280 mg, 5.3 mmol), DMF (1 mL), H2O (1 mL) and EtOH (1 mL) was heated at 100° C. for 30 minutes. The mixture was filtered through a pad of Celite® using DMF to wash the filter cake and the filtrate made basic to pH 8 with saturated aq. NaHCO3 solution. The mixture was extracted twice with EtOAc and dried (MgSO4) and concentra... The reactants are C([O-])([O-])=O.[Li+].[Li+] (lithium carbonate), C1(CC1)[C@]1([C@@H](NCC1)C(C)C)O ((2S,3R)-3-cyclopropyl-2-isopropylpyrrolidin-3-ol), FC1=C(C#N)C=CC(=C1)F (2,4-difluorobenzonitrile). Product: C1(CC1)[C@]1([C@@H](N(CC1)C1=CC(=C(C#N)C=C1)F)C(C)C)O (4-[(2S,3R)-3-cyclopropyl-3-hydroxy-2-isopropylpyrrolidin-1-yl]-2-fluorobenzonitrile), solid. Yield: 40.0%. RXN SMILES: [CH:1]1([C@:4]2([OH:12])[CH2:8][CH2:7][NH:6][C@H:5]2[CH:9]([CH3:11])[CH3:10])[CH2:3][CH2:2]1.[F:13][C:14]1[CH:21]=[C:20](F)[CH:19]=[CH:18][C:15]=1[C:16]#[N:17].C(=O)([O-])[O-].[Li+].[Li+]>>[CH:1]1([C@:4]2([OH:12])[CH2:8][CH2:7][N:6]([C:20]3[CH:19]=[CH:18][C:15]([C:16]#[N:17])=[C:14]([F:13])[CH:21]=3)[C@H:5]2[CH:9]([CH3:10])[CH3:11])[CH2:3][CH2:2]1 |f:2.3.4|. Procedure: By an operation in the same manner as in Example 1 and using (2S,3R)-3-cyclopropyl-2-isopropylpyrrolidin-3-ol 0.5 oxalate (215 mg), 2,4-difluorobenzonitrile (139 mg) and lithium carbonate (163 mg), the title compound was obtained as a pale-brown solid (yield: 114 mg, yield: 40%). Starting materials: CCCCNCCCC, ClCCCOc1ccccc1C=Cc1nc2ccccc2s1. Yields the product CCCCN(CCCC)CCCOc1ccccc1C=Cc1nc2ccccc2s1. Reaction SMILES: [CH2:1]([CH2:2][CH2:3][CH3:4])[NH:5][CH2:6][CH2:7][CH2:8][CH3:9].[Cl:10][CH2:11][CH2:12][CH2:13][O:14][c:15]1[c:16]([CH:21]=[CH:22][c:23]2[s:24][c:25]3[c:26]([n:27]2)[cH:28][cH:29][cH:30][cH:31]3)[cH:17][cH:18][cH:19][cH:20]1>>[CH2:1]([CH2:2][CH2:3][CH3:4])[N:5]([CH2:6][CH2:7][CH2:8][CH3:9])[CH2:11][CH2:12][CH2:13][O:14][c:15]1[c:16]([CH:21]=[CH:22][c:23]2[s:24][c:25]3[c:26]([n:27]2)[cH:28][cH:29][cH:30][cH:31]3)[cH:17][cH:18][cH:19][cH:20]1.